From a dataset of the Open Reaction Database (ORD), a public repository of structured organic reaction records. describe an organic reaction: reactants, conditions, products, and yield Starting materials: C(C)(C)(C)OC(=O)C1CCC(CC1)NCC1=CC=CC=C1 (4-benzylamino-cyclohexanecarboxylic acid tert-butyl ester), BrCC(=O)OC(C)(C)C (t-butyl bromoacetate), C(=O)([O-])[O-].[Cs+].[Cs+] (Cs2CO3), O (H2O). Run in CN(C)C=O (DMF). Reaction conditions: time 2 hour. The product is C(C)(C)(C)OC(=O)C1CCC(CC1)N(CC(=O)OC(C)(C)C)CC1=CC=CC=C1 (4-(benzyl-tert-butoxycarbonylmethyl-amino)-cyclohexanecarboxylic acid tert-butyl ester). Yield: 34.1%. RXN SMILES: [C:1]([O:5][C:6]([CH:8]1[CH2:13][CH2:12][CH:11]([NH:14][CH2:15][C:16]2[CH:21]=[CH:20][CH:19]=[CH:18][CH:17]=2)[CH2:10][CH2:9]1)=[O:7])([CH3:4])([CH3:3])[CH3:2].Br[CH2:23][C:24]([O:26][C:27]([CH3:30])([CH3:29])[CH3:28])=[O:25].C([O-])([O-])=O.[Cs+].[Cs+].O>CN(C=O)C>[C:1]([O:5][C:6]([CH:8]1[CH2:9][CH2:10][CH:11]([N:14]([CH2:15][C:16]2[CH:21]=[CH:20][CH:19]=[CH:18][CH:17]=2)[CH2:23][C:24]([O:26][C:27]([CH3:30])([CH3:29])[CH3:28])=[O:25])[CH2:12][CH2:13]1)=[O:7])([CH3:4])([CH3:2])[CH3:3] |f:2.3.4|. Procedure details: To a solution of 4-benzylamino-cyclohexanecarboxylic acid tert-butyl ester (630 mg, 2.180 mmol) in DMF (20 mL) is added t-butyl bromoacetate (1 mL, 6.856 mmol) and Cs2CO3 (1.0 g, 3.069 mmol). The mixture stirs for 2 h. Then H2O (50 mL) is added the mixture is extracted with EtOAc (2×100 mL), dried with sodium sulfate and concentrated. The resulting solid is purified by flash chromatography (gradient elution: 0-20% EtOAc/Hep) which affords 300 mg of 4-(benzyl-tert-butoxycarbonylmethyl-amino)-cycl... The reactants are COc1ccnc(Cl)c1, CC1(C)OB(c2cc([N+](=O)[O-])ccc2F)OC1(C)C. The product is COc1ccnc(-c2cc([N+](=O)[O-])ccc2F)c1. RXN SMILES: [Cl:1][c:2]1[n:3][cH:4][cH:5][c:6]([O:8][CH3:9])[cH:7]1.[F:10][c:11]1[c:12]([B:20]2[O:21][C:22]([CH3:23])([CH3:24])[C:25]([CH3:26])([CH3:27])[O:28]2)[cH:13][c:14]([N+:17](=[O:18])[O-:19])[cH:15][cH:16]1>>[c:2]1(-[c:12]2[c:11]([F:10])[cH:16][cH:15][c:14]([N+:17](=[O:18])[O-:19])[cH:13]2)[n:3][cH:4][cH:5][c:6]([O:8][CH3:9])[cH:7]1. Reactants: C(C)(C)(C)OC(=O)N[C@@H](CC1=CC=C(C=C1)O)C(=O)O (t-butyloxycarbonyl-L-tyrosine), C1(CCCCC1)NC1CCCCC1 (dicyclohexylamine), BrCC(=O)OCC (ethyl bromoacetate). Solvent: CN(C=O)C (dimethylformamide). Reaction conditions: time 15 hour. Product: Br.C1(CCCCC1)NC1CCCCC1 (dicyclohexylamine hydrobromide). As a reaction SMILES: C(OC(N[C@H](C(O)=O)CC1C=CC(O)=CC=1)=O)(C)(C)C.[CH:21]1([NH:27][CH:28]2[CH2:33][CH2:32][CH2:31][CH2:30][CH2:29]2)[CH2:26][CH2:25][CH2:24][CH2:23][CH2:22]1.[Br:34]CC(OCC)=O>CN(C)C=O>[BrH:34].[CH:28]1([NH:27][CH:21]2[CH2:22][CH2:23][CH2:24][CH2:25][CH2:26]2)[CH2:29][CH2:30][CH2:31][CH2:32][CH2:33]1 |f:4.5|. Reported procedure: A mixture of 7 g (0.025 mol) of t-butyloxycarbonyl-L-tyrosine, 4.53 g (0.025 mol) of dicyclohexylamine and 4.18 g (0.025 mol) of ethyl bromoacetate in 40 ml of dimethylformamide is stirred for 15 hours. The precipitate of dicyclohexylamine hydrobromide which has formed is filtered off and washed with ethyl acetate. The combined filtrates are evaporated to dryness under reduced pressure. An oily residue is obtained which is taken up in ethyl acetate and washed twice with a 2N solution of sulphuri... Starting materials: CC(N)c1ccccc1, CS(C)=O, CC#N, Cc1ccccc1-c1ccc(C(=O)N2Cc3ccc(C(=O)C(Cl)(Cl)Cl)n3Cc3ccccc32)cc1C. The product is Cc1ccccc1-c1ccc(C(=O)N2Cc3ccc(C(=O)NC(C)c4ccccc4)n3Cc3ccccc32)cc1C. RXN SMILES: [CH3:37][CH:38]([c:39]1[cH:40][cH:41][cH:42][cH:43][cH:44]1)[NH2:45].[CH3:46][S:47]([CH3:48])=[O:49].[CH3:50][C:51]#[N:52].[Cl:1][C:2]([C:3](=[O:4])[c:5]1[cH:6][cH:7][c:8]2[n:14]1[CH2:13][c:12]1[c:11]([cH:18][cH:17][cH:16][cH:15]1)[N:10]([C:19](=[O:20])[c:21]1[cH:22][c:23]([CH3:34])[c:24](-[c:27]3[c:28]([CH3:33])[cH:29][cH:30][cH:31][cH:32]3)[cH:25][cH:26]1)[CH2:9]2)([Cl:35])[Cl:36]>>[C:3](=[O:4])([c:5]1[cH:6][cH:7][c:8]2[n:14]1[CH2:13][c:12]1[c:11]([cH:18][cH:17][cH:16][cH:15]1)[N:10]([C:19](=[O:20])[c:21]1[cH:22][c:23]([CH3:34])[c:24](-[c:27]3[c:28]([CH3:33])[cH:29][cH:30][cH:31][cH:32]3)[cH:25][cH:26]1)[CH2:9]2)[NH:45][CH:38]([CH3:37])[c:39]1[cH:40][cH:41][cH:42][cH:43][cH:44]1. The reactants are Cl (HCl), [Li+].[OH-] (LiOH), CN1N=NN=C1C1N(CCC(C1)C(=O)OCC)C(=O)OCC1=CC=CC=C1 (1-Benzyl 4-ethyl 2-(1-methyl-1H-tetrazol-5-yl)piperidine-1,4-dicarboxylate), CN1N=NN=C1C1N(CCC(C1)C(=O)OCC)C(=O)OCC1=CC=CC=C1 (1-Benzyl 4-ethyl 2-(1-methyl-1H-tetrazol-5-yl)piperidine-1,4-dicarboxylate). Run in O (water), C1CCOC1 (THF), O (water). Run at time 30 minute. Yields the product C(C1=CC=CC=C1)OC(=O)N1C(CC(CC1)C(=O)O)C1=NN=NN1C (1-(Benzyloxycarbonyl)-2-(1-methyl-1H-tetrazol-5-yl)piperidine-4-carboxylic acid). The yield is 97.8%. RXN SMILES: [CH3:1][N:2]1[C:6]([CH:7]2[CH2:12][CH:11]([C:13]([O:15]CC)=[O:14])[CH2:10][CH2:9][N:8]2[C:18]([O:20][CH2:21][C:22]2[CH:27]=[CH:26][CH:25]=[CH:24][CH:23]=2)=[O:19])=[N:5][N:4]=[N:3]1.[Li+].[OH-].Cl>C1COCC1.O>[CH2:21]([O:20][C:18]([N:8]1[CH2:9][CH2:10][CH:11]([C:13]([OH:15])=[O:14])[CH2:12][CH:7]1[C:6]1[N:2]([CH3:1])[N:3]=[N:4][N:5]=1)=[O:19])[C:22]1[CH:27]=[CH:26][CH:25]=[CH:24][CH:23]=1 |f:1.2|. Reported procedure: 1-Benzyl 4-ethyl 2-(1-methyl-1H-tetrazol-5-yl)piperidine-1,4-dicarboxylate (1.14 g, 2.93 mmol) (from reference compound 36, step 6) was dissolved in THF (10 mL) and water (10 mL) and LiOH (0.280 g, 11.69 mmol) was added. The mixture was stirred at room temperature for 30 min and then diluted with water and acidified with 2 M HCl. The aqueous phase was extracted 3 times with EtOAc, the combined organic phase dried over Na2SO4 and evaporated to yield 1-(Benzyloxycarbonyl)-2-(1-methyl-1H-tetrazol-5... Starting materials: O=C([O-])[O-], Cc1ccccc1, CCC(C)(CCCl)C(=O)CCl, [K+], [K+], O, Oc1ccc(Cl)cc1. The product is CCC(C)(CCCl)C(=O)COc1ccc(Cl)cc1. Reaction SMILES: [C:9](=[O:10])([O-:11])[O-:12].[CH3:27][c:28]1[cH:29][cH:30][cH:31][cH:32][cH:33]1.[Cl:16][CH2:17][C:18]([C:19]([CH2:20][CH2:21][Cl:22])([CH3:23])[CH2:24][CH3:25])=[O:26].[K+:13].[K+:14].[OH2:15].[OH:1][c:2]1[cH:3][cH:4][c:5]([Cl:6])[cH:7][cH:8]1>>[O:1]([c:2]1[cH:3][cH:4][c:5]([Cl:6])[cH:7][cH:8]1)[CH2:17][C:18]([C:19]([CH2:20][CH2:21][Cl:22])([CH3:23])[CH2:24][CH3:25])=[O:26].